Dataset: the Open Reaction Database (ORD), a public repository of structured organic reaction records. Task: describe an organic reaction: reactants, conditions, products, and yield Starting materials: C(C)OC(=O)C=1C(=NC2=CC=C(C=C2C1C1=CC=CC=C1)Cl)N1CCCC1 (6-chloro-4-phenyl-2-pyrrolidin-1-yl-quinoline-3-carboxylic acid ethyl ester), [Li+].[I-] (LiI), solid. The solvent is N1=CC=CC=C1 (pyridine). Yields the product ClC=1C=C2C(=C(C(=NC2=CC1)N1CCCC1)C(=O)O)C1=CC=CC=C1 (6-Chloro-4-phenyl-2-pyrrolidin-1-yl-quinoline-3-carboxylic acid). As a reaction SMILES: C([O:3][C:4]([C:6]1[C:7]([N:23]2[CH2:27][CH2:26][CH2:25][CH2:24]2)=[N:8][C:9]2[C:14]([C:15]=1[C:16]1[CH:21]=[CH:20][CH:19]=[CH:18][CH:17]=1)=[CH:13][C:12]([Cl:22])=[CH:11][CH:10]=2)=[O:5])C.[Li+].[I-]>N1C=CC=CC=1>[Cl:22][C:12]1[CH:13]=[C:14]2[C:9](=[CH:10][CH:11]=1)[N:8]=[C:7]([N:23]1[CH2:27][CH2:26][CH2:25][CH2:24]1)[C:6]([C:4]([OH:5])=[O:3])=[C:15]2[C:16]1[CH:21]=[CH:20][CH:19]=[CH:18][CH:17]=1 |f:1.2|. Reported procedure: The title compound was prepared in analogy to example 20 step D from 6-chloro-4-phenyl-2-pyrrolidin-1-yl-quinoline-3-carboxylic acid ethyl ester (100 mg, 0.26 mmol) and LiI (351.4 mg, 2.63 mmol) in pyridine. Pale yellow solid (74 mg, 80%). LC-MS: 351 (M−H)−. Starting materials: O1C2=C(C=CC=3C[C@@H]4[C@@H]5C=C[C@@H]([C@H]1[C@@]5(C23)CCN4C)OC4=NC=CC=C4)OCOC (4,5α-Epoxy-3-methoxymethoxy-17-methyl-6α-((2-pyridyl)-oxy)-morphinan-7-ene), O (H2O), C(C)(=O)O (acetic acid). Run at temperature 100 celsius, time 2.5 hour. Yields the product C(C)(=O)OC=1C=CC=2C[C@@H]3[C@@H]4C=C[C@@H]([C@H]5[C@@]4(C2C1O5)CCN3C)OC3=NC=CC=C3 (4,5α-Epoxy-17-methyl-6α-((2-pyridyl)-oxy)-morphinan-7-en-3-ol acetate). As a reaction SMILES: [O:1]1[C@@H:13]2[C@@:14]34[CH2:16][CH2:17][N:18]([CH3:19])[C@@H:8]([C@@H:9]3[CH:10]=[CH:11][C@@H:12]2[O:20][C:21]2[CH:26]=[CH:25][CH:24]=[CH:23][N:22]=2)[CH2:7][C:6]2=[C:15]4[C:2]1=[C:3]([O:27][CH2:28][O:29]C)[CH:4]=[CH:5]2.O.[C:32](O)(=O)C>>[C:28]([O:27][C:3]1[CH:4]=[CH:5][C:6]2[CH2:7][C@H:8]3[N:18]([CH3:19])[CH2:17][CH2:16][C@:14]45[C:15]=2[C:2]=1[O:1][C@H:13]4[C@@H:12]([O:20][C:21]1[CH:26]=[CH:25][CH:24]=[CH:23][N:22]=1)[CH:11]=[CH:10][C@@H:9]35)(=[O:29])[CH3:32]. Procedure: 4,5α-Epoxy-3-methoxymethoxy-17-methyl-6α-((2-pyridyl)-oxy)-morphinan-7-ene (0.54 g, 1.33 mmol) is mixed with H2O (20 ml) and glacial acetic acid (20 ml) and stirred for 2.5 hours at 100° C. The mixture is then concentrated by rotary evaporation in a Rotavapor at 40° C. and the residu e obtained is purified by flash chromatography (90 g silica gel; CH2Cl2 /MeOH=9/1). The product is dissolved in H2O (7 ml) and glacial acetic acid (0.7 ml) and lyophilised. Yield: 0.436 g (1.03 mmol, 77.6%) Reaction SMILES: [C:1]([O:5][C:6]([N:8]1[CH2:13][CH2:12][CH:11]([O:14][C:15]2[CH:16]=[C:17]([CH:21]=[CH:22][C:23]=2[O:24][CH3:25])[C:18](O)=[O:19])[CH2:10][CH2:9]1)=[O:7])([CH3:4])([CH3:3])[CH3:2].[NH2:26][C:27]1[CH:28]=[C:29]([NH:34][C:35]([C:37]2[CH:42]=[CH:41][N:40]=[C:39]([N:43]3[CH2:48][CH2:47][O:46][CH2:45][CH2:44]3)[CH:38]=2)=[O:36])[CH:30]=[CH:31][C:32]=1[CH3:33]>>[C:1]([O:5][C:6]([N:8]1[CH2:13][CH2:12][CH:11]([O:14][C:15]2[CH:16]=[C:17]([CH:21]=[CH:22][C:23]=2[O:24][CH3:25])[C:18]([NH:26][C:27]2[CH:28]=[C:29]([NH:34][C:35]([C:37]3[CH:42]=[CH:41][N:40]=[C:39]([N:43]4[CH2:44][CH2:45][O:46][CH2:47][CH2:48]4)[CH:38]=3)=[O:36])[CH:30]=[CH:31][C:32]=2[CH3:33])=[O:19])[CH2:10][CH2:9]1)=[O:7])([CH3:4])([CH3:3])[CH3:2]. The reactants are C(C)(C)(C)OC(=O)N1CCC(CC1)OC=1C=C(C(=O)O)C=CC1OC (3-(1-tert-butoxycarbonylpiperidin-4-yloxy)-4-methoxybenzoic acid), NC=1C=C(C=CC1C)NC(=O)C1=CC(=NC=C1)N1CCOCC1 (N-(3-amino4-methylphenyl)-2-morpholinopyridine-4-carboxamide). Reported procedure: Using an analogous procedure to that described in the first paragraph of Example 26, 3-(1-tert-butoxycarbonylpiperidin-4-yloxy)-4-methoxybenzoic acid was reacted with N-(3-amino4-methylphenyl)-2-morpholinopyridine-4-carboxamide to give N-{3-[3-(1-tert-butoxycarbonylpiperidin-4-yloxy)4-methoxybenzamido]-4-methylphenyl}-2-morpholinopyridine-4-carboxamide; NMR Spectrum: (DMSOd6) 1.38 (s, 9H), 1.72 (m, 2H), 1.85 (m, 2H), 2.21 (s, 3H), 3.15 (m, 2H), 3.5 (t, 4H), 3.76 (m, 6H), 3.83 (s, 1H), 4.41 (m, 1... The product is C(C)(C)(C)OC(=O)N1CCC(CC1)OC=1C=C(C(=O)NC=2C=C(C=CC2C)NC(=O)C2=CC(=NC=C2)N2CCOCC2)C=CC1OC (N-{3-[3-(1-tert-butoxycarbonylpiperidin-4-yloxy)4-methoxybenzamido]-4-methylphenyl}-2-morpholinopyridine-4-carboxamide). The reactants are C1=CC=CC=2C3=CC=CC=C3NC12 (Carbazole), C(=C)C1=CC=C(CCl)C=C1 (4-vinylbenzyl chloride), [OH-].[Na+] (NaOH). The reagents and catalysts are [Cl-].C(C1=CC=CC=C1)[N+](CC)(CC)CC (benzyltriethylammonium chloride). Solvent: C1=CC=CC=C1.O (benzene water). Yields the product C1=CC=CC=2C3=CC=CC=C3N(C12)CC1=CC=C(C=C)C=C1 (4-(9-carbazolyl)methylstyrene). Isolated yield 80.0%. Reaction SMILES: [CH:1]1[C:13]2[NH:12][C:11]3[C:6](=[CH:7][CH:8]=[CH:9][CH:10]=3)[C:5]=2[CH:4]=[CH:3][CH:2]=1.[CH:14]([C:16]1[CH:23]=[CH:22][C:19]([CH2:20]Cl)=[CH:18][CH:17]=1)=[CH2:15].[OH-].[Na+]>C1C=CC=CC=1.O.[Cl-].C([N+](CC)(CC)CC)C1C=CC=CC=1>[CH:10]1[C:11]2[N:12]([CH2:20][C:19]3[CH:22]=[CH:23][C:16]([CH:14]=[CH2:15])=[CH:17][CH:18]=3)[C:13]3[C:5](=[CH:4][CH:3]=[CH:2][CH:1]=3)[C:6]=2[CH:7]=[CH:8][CH:9]=1 |f:2.3,4.5,6.7|. Procedure details: Carbazole was reacted with 1.5-fold excess of 4-vinylbenzyl chloride in benzene/water using NaOH as a base, and benzyltriethylammonium chloride as phase catalyst to afford 4-(9-carbazolyl)methylstyrene (CMS) at 80° C. for 5 h. The reaction mixture was extracted with chloroform and the organic layer washed with water, evaporated, and washed with hexane several times. The solid was dissolved in and recrystallized from diethyl ether at −20° C. Yield: 80%. The solid monomer was dried over P205 at 10...